Dataset: the Open Reaction Database (ORD), a public repository of structured organic reaction records. Task: describe an organic reaction: reactants, conditions, products, and yield Reactants: CCO, CNC(=O)c1cc(C(=O)OC)cc([N+](=O)[O-])c1, [NH4+]. The product is CNC(=O)c1cc(N)cc(C(=O)OC)c1. RXN SMILES: [CH3:19][CH2:20][OH:21].[CH3:1][NH:2][C:3](=[O:4])[c:5]1[cH:6][c:7]([C:8](=[O:9])[O:10][CH3:11])[cH:12][c:13]([N+:15]([O-:16])=[O:17])[cH:14]1.[NH4+:18]>>[CH3:1][NH:2][C:3](=[O:4])[c:5]1[cH:6][c:7]([C:8](=[O:9])[O:10][CH3:11])[cH:12][c:13]([NH2:15])[cH:14]1. Reactants: C(C(C)(C)C)(=O)O (Pivalic acid), C[Li] (methyllithium), C (methane), [Cl-].[Cl-].[Zn+2] (ZnCl2), C1CCOC1 (THF). Conditions: temperature 0 celsius, time 2 hour. Yields the product C(C(C)(C)C)(=O)[O-].[Zn+2].C(C(C)(C)C)(=O)[O-] (Zinc Pivalate). RXN SMILES: [C:1]([OH:7])(=[O:6])[C:2]([CH3:5])([CH3:4])[CH3:3].C[Li].C.[Cl-].[Cl-].[Zn+2:13].C1COCC1>>[C:1]([O-:7])(=[O:6])[C:2]([CH3:5])([CH3:4])[CH3:3].[Zn+2:13].[C:1]([O-:7])(=[O:6])[C:2]([CH3:5])([CH3:4])[CH3:3] |f:3.4.5,7.8.9|. Procedure details: Pivalic acid (20.4 g, 22.6 mL, 200 mmol) is placed in a dry and argon-flushed 500 mL Schlenk-flask equipped with a magnetic stirring bar and a septum, and the pivalic acid is dissolved in dry THF (100 mL). The solution is cooled to 0° C. and methyllithium (135 mL, 1.63 M in diethyl ether, 220 mmol) is added dropwise. After the evolution of methane gas has stopped, ZnCl2 in THF (100 mL, 1.0 M, 100 mmol) is added and the mixture is stirred for 2 h at 25° C. The solvent is removed in vacuo and zinc...